From a dataset of the Open Reaction Database (ORD), a public repository of structured organic reaction records. describe an organic reaction: reactants, conditions, products, and yield Reactants: crude product, C(C)(C)(C)OC(NC1=C(C=C(C(=C1)N(C)C)C(F)(F)F)N)=O ((2-amino-5-dimethylamino-4-trifluoromethyl-phenyl)-carbamic acid tert-butyl ester), C(C)(C)(C)OC(CC(=O)C1=CC(=CC=C1)C1=NC(=NC(=C1)C)NCCOC)=O (3-{3-[2-(2-methoxy-ethylamino)-6-methyl-pyrimidin-4-yl]-phenyl}-3-oxo-propionic acid tert-butyl ester). The product is CN(C1=CC2=C(NC(CC(=N2)C2=CC(=CC=C2)C2=NC(=NC(=C2)C)NCCOC)=O)C=C1C(F)(F)F)C (7-Dimethylamino-4-{3-[2-(2-methoxy-ethylamino)-6-methyl-pyrimidin-4-yl]-phenyl}-8-trifluoromethyl-1,3-dihydro-benzo[b][1,4]diazepin-2-one), solid. As a reaction SMILES: C(OC(=O)[NH:7][C:8]1[CH:13]=[C:12]([N:14]([CH3:16])[CH3:15])[C:11]([C:17]([F:20])([F:19])[F:18])=[CH:10][C:9]=1[NH2:21])(C)(C)C.C(O[C:28](=[O:50])[CH2:29][C:30]([C:32]1[CH:37]=[CH:36][CH:35]=[C:34]([C:38]2[CH:43]=[C:42]([CH3:44])[N:41]=[C:40]([NH:45][CH2:46][CH2:47][O:48][CH3:49])[N:39]=2)[CH:33]=1)=O)(C)(C)C>>[CH3:15][N:14]([CH3:16])[C:12]1[C:11]([C:17]([F:18])([F:19])[F:20])=[CH:10][C:9]2[NH:21][C:28](=[O:50])[CH2:29][C:30]([C:32]3[CH:37]=[CH:36][CH:35]=[C:34]([C:38]4[CH:43]=[C:42]([CH3:44])[N:41]=[C:40]([NH:45][CH2:46][CH2:47][O:48][CH3:49])[N:39]=4)[CH:33]=3)=[N:7][C:8]=2[CH:13]=1. Reported procedure: The title compound was prepared from (2-amino-5-dimethylamino-4-trifluoromethyl-phenyl)-carbamic acid tert-butyl ester (Example J1) (160 mg, 0.5 mmol) and 3-{3-[2-(2-methoxy-ethylamino)-6-methyl-pyrimidin-4-yl]-phenyl}-3-oxo-propionic acid tert-butyl ester (Example K51) (212 mg, 0.55 mmol) according to the general procedure M and subsequent treatment of the crude product according to the general procedure N. Obtained as a light yellow solid (84 mg). The reactants are Et2O hexanes, C(C1=CC=CC=C1)OCC=CC=O (4-benzyloxy-but-2-enal), CN1C=CC2=CC=CC=C12 (1-methyl-1H-indole), C(=O)(C(F)(F)F)O (TFA), C(C1=CC=CC=C1)[C@H]1C(N([C@H](N1)C(C)(C)C)C)=O ((2S,5S)-5-benzyl-2-tert-butyl-3-methyl-imidazolidm-4-one). The solvent is C(Cl)Cl (CH2Cl2), C(C)(C)O (isopropanol). The product is C(C1=CC=CC=C1)OC[C@H](CC=O)C1=CN(C2=CC=CC=C12)C ((R)-4-Benzyloxy-3-(1-methyl-1H-indol-3-yl)-butanal). The yield is 87.2%. Reaction SMILES: [CH2:1]([O:8][CH2:9][CH:10]=[CH:11][CH:12]=[O:13])[C:2]1[CH:7]=[CH:6][CH:5]=[CH:4][CH:3]=1.[CH3:14][N:15]1[C:23]2[C:18](=[CH:19][CH:20]=[CH:21][CH:22]=2)[CH:17]=[CH:16]1.C(O)(C(F)(F)F)=O.C([C@@H]1N[C@H](C(C)(C)C)N(C)C1=O)C1C=CC=CC=1>C(Cl)Cl.C(O)(C)C>[CH2:1]([O:8][CH2:9][C@@H:10]([C:17]1[C:18]2[C:23](=[CH:22][CH:21]=[CH:20][CH:19]=2)[N:15]([CH3:14])[CH:16]=1)[CH2:11][CH:12]=[O:13])[C:2]1[CH:7]=[CH:6][CH:5]=[CH:4][CH:3]=1. Reported procedure: Prepared according to the general procedure from 4-benzyloxy-but-2-enal (286 mg, 1.50 mmol), 1-methyl-1H-indole (64 μL, 0.50 mmol), TFA (7.7 μL, 0.10 mmol) and (2S,5S)-5-benzyl-2-tert-butyl-3-methyl-imidazolidm-4-one (24.6 mg, 0.100 mmol) in CH2Cl2 (0.85 mL) and isopropanol (0.15 mL) at −83° C. for 18.5 h to provide, after silica gel chromatography (50:50 Et2O/hexanes), the title compound as a colorless oil (134 mg, 84% yield, 96% ee). IR (film) 3056, 2957, 2894, 2830, 2722, 1717, 1618, 1600, 15... Starting materials: [H-].[H-].[H-].[H-].[Li+].[Al+3] (LAH), C(C1=CC=CC=C1)N1C(C(CC1)CC(=C)C)=O (1-Benzyl-2-oxo-3-(2-methyl-propen-3-yl)-pyrrolidine). Solvent: C1CCOC1 (THF), C1CCOC1 (THF). Run at time 10 minute. The product is C(C1=CC=CC=C1)N1CC(CC1)CC(=C)C (1-Benzyl-3-(2-methyl-propen-3-yl)-pyrrolidine). Reaction SMILES: [H-].[H-].[H-].[H-].[Li+].[Al+3].[CH2:7]([N:14]1[CH2:18][CH2:17][CH:16]([CH2:19][C:20]([CH3:22])=[CH2:21])[C:15]1=O)[C:8]1[CH:13]=[CH:12][CH:11]=[CH:10][CH:9]=1>C1COCC1>[CH2:7]([N:14]1[CH2:18][CH2:17][CH:16]([CH2:19][C:20]([CH3:22])=[CH2:21])[CH2:15]1)[C:8]1[CH:13]=[CH:12][CH:11]=[CH:10][CH:9]=1 |f:0.1.2.3.4.5|. Procedure: To a stirred suspension of LAH (17 mg, 0.44 mmol) in THF (2 mL) at reflux was added 1-3 (100 mg, 0.44 mmol) in THF (1 mL) dropwise over a 5 min period. The reaction mixture was then maintained at reflux for an additional 12 hrs and then quenched sequentially with H2O (17 μL), 15% NaOH (17 μL), and H2O (51 μL). After 10 min, MgSO4 was added followed by filtration and concentration of the filtrate to give 1-4 as a yellow oil. Reactants: Cc1ccc(C(=O)Cl)cc1, CCOC(C)=O, Nc1cc([N+](=O)[O-])ccc1Cl, c1ccncc1. Yields the product Cc1ccc(C(=O)Nc2cc([N+](=O)[O-])ccc2Cl)cc1. RXN SMILES: [CH3:12][c:13]1[cH:14][cH:15][c:16]([C:17](=[O:18])[Cl:19])[cH:20][cH:21]1.[CH3:22][CH2:23][O:24][C:25](=[O:26])[CH3:27].[Cl:1][c:2]1[c:3]([NH2:4])[cH:5][c:6]([N+:9](=[O:10])[O-:11])[cH:7][cH:8]1.[cH:28]1[cH:29][cH:30][n:31][cH:32][cH:33]1>>[Cl:1][c:2]1[c:3]([NH:4][C:17]([c:16]2[cH:15][cH:14][c:13]([CH3:12])[cH:21][cH:20]2)=[O:18])[cH:5][c:6]([N+:9](=[O:10])[O-:11])[cH:7][cH:8]1.